describe an organic reaction: reactants, conditions, products, and yield From a dataset of the Open Reaction Database (ORD), a public repository of structured organic reaction records. The reactants are CCc1c(Sc2cc(C)cc(C)c2)[nH]c(=O)[nH]c1=O, FC(F)(F)c1cc(CBr)cc(C(F)(F)F)c1. Yields the product CCc1c(Sc2cc(C)cc(C)c2)n(Cc2cc(C(F)(F)F)cc(C(F)(F)F)c2)c(=O)[nH]c1=O. As a reaction SMILES: [CH2:1]([CH3:2])[c:3]1[c:4](=[O:19])[nH:5][c:6](=[O:18])[nH:7][c:8]1[S:9][c:10]1[cH:11][c:12]([CH3:17])[cH:13][c:14]([CH3:16])[cH:15]1.[F:20][C:21]([c:22]1[cH:23][c:24]([CH2:25][Br:26])[cH:27][c:28]([C:30]([F:31])([F:32])[F:33])[cH:29]1)([F:34])[F:35]>>[CH2:1]([CH3:2])[c:3]1[c:4](=[O:19])[nH:5][c:6](=[O:18])[n:7]([CH2:25][c:24]2[cH:23][c:22]([C:21]([F:20])([F:34])[F:35])[cH:29][c:28]([C:30]([F:31])([F:32])[F:33])[cH:27]2)[c:8]1[S:9][c:10]1[cH:11][c:12]([CH3:17])[cH:13][c:14]([CH3:16])[cH:15]1. Starting materials: CCI, [Na+], C1CCOC1, [OH-], O, O=C(CS)Nc1ccc(C(=O)O)cc1. The product is CCSCC(=O)Nc1ccc(C(=O)O)cc1. As a reaction SMILES: [CH2:15]([CH3:16])[I:17].[Na+:20].[O:21]1[CH2:22][CH2:23][CH2:24][CH2:25]1.[OH-:19].[OH2:18].[SH:1][CH2:2][C:3](=[O:4])[NH:5][c:6]1[cH:7][cH:8][c:9]([C:10](=[O:11])[OH:12])[cH:13][cH:14]1>>[S:1]([CH2:2][C:3](=[O:4])[NH:5][c:6]1[cH:7][cH:8][c:9]([C:10](=[O:11])[OH:12])[cH:13][cH:14]1)[CH2:15][CH3:16]. The reactants are CC(=O)OC1C=C(c2ccccc2C)CCCC1, C[Si](C)(C)N=[N+]=[N-], [O-][Cl+3]([O-])([O-])[O-], [O-][Cl+3]([O-])([O-])[O-], ClCCCl, [Mg+2], O. Product: Cc1ccccc1C1=CC(N=[N+]=[N-])CCCC1. RXN SMILES: [C:1]([O:2][CH:5]1[CH:6]=[C:7]([c:12]2[c:13]([CH3:18])[cH:14][cH:15][cH:16][cH:17]2)[CH2:8][CH2:9][CH2:10][CH2:11]1)(=[O:3])[CH3:4].[CH3:19][Si:20]([CH3:21])([CH3:22])[N:23]=[N+:24]=[N-:25].[Cl+3:26]([O-:27])([O-:28])([O-:29])[O-:30].[Cl+3:32]([O-:33])([O-:34])([O-:35])[O-:36].[Cl:38][CH2:39][CH2:40][Cl:41].[Mg+2:31].[OH2:37]>>[CH:5]1([N:23]=[N+:24]=[N-:25])[CH:6]=[C:7]([c:12]2[c:13]([CH3:18])[cH:14][cH:15][cH:16][cH:17]2)[CH2:8][CH2:9][CH2:10][CH2:11]1. Starting materials: N#Cc1ncc(Br)cc1Oc1ccc(F)cc1Br, O=C([O-])O, COc1cccc(S)c1, [H-], [Na+], [Na+], CN(C)C=O. The product is COc1cccc(Sc2cnc(C#N)c(Oc3ccc(F)cc3Br)c2)c1. RXN SMILES: [Br:1][c:2]1[cH:3][c:4]([O:10][c:11]2[c:12]([Br:18])[cH:13][c:14]([F:17])[cH:15][cH:16]2)[c:5]([C:8]#[N:9])[n:6][cH:7]1.[C:30](=[O:31])([OH:32])[O-:33].[CH3:19][O:20][c:21]1[cH:22][c:23]([SH:27])[cH:24][cH:25][cH:26]1.[H-:29].[Na+:28].[Na+:34].[O:35]=[CH:36][N:37]([CH3:38])[CH3:39]>>[c:2]1([S:27][c:23]2[cH:22][c:21]([O:20][CH3:19])[cH:26][cH:25][cH:24]2)[cH:3][c:4]([O:10][c:11]2[c:12]([Br:18])[cH:13][c:14]([F:17])[cH:15][cH:16]2)[c:5]([C:8]#[N:9])[n:6][cH:7]1.